This data is from the Open Reaction Database (ORD), a public repository of structured organic reaction records. The task is: describe an organic reaction: reactants, conditions, products, and yield Reactants: C(#N)CCOCC([C@H]1CC[C@H]2[C@@H]3CC[C@H]4CC(CC[C@]4(C)[C@H]3C(C[C@]12C)=O)=O)=O (21-(2'-cyanoethoxy)-5α-pregnane-3,11,20-trione). Reagents/catalysts: O.Cl.Cl.Cl[Ir](Cl)(Cl)Cl (chloroiridic acid). Yields the product C(#N)CCOCC([C@H]1CC[C@H]2[C@@H]3CC[C@H]4C[C@@H](CC[C@]4(C)[C@H]3C(C[C@]12C)=O)O)=O (21-(2'-Cyanoethoxy)-3α-hydroxy-5α-pregnane-11,20-dione). Yield: 0.2%. Reaction SMILES: [C:1]([CH2:3][CH2:4][O:5][CH2:6][C:7](=[O:29])[C@@H:8]1[C@:25]2([CH3:26])[C@H:11]([C@H:12]3[C@H:22]([C:23](=[O:27])[CH2:24]2)[C@:20]2([CH3:21])[C@H:15]([CH2:16][C:17](=[O:28])[CH2:18][CH2:19]2)[CH2:14][CH2:13]3)[CH2:10][CH2:9]1)#[N:2]>O.Cl.Cl.Cl[Ir](Cl)(Cl)Cl>[C:1]([CH2:3][CH2:4][O:5][CH2:6][C:7](=[O:29])[C@@H:8]1[C@:25]2([CH3:26])[C@H:11]([C@H:12]3[C@H:22]([C:23](=[O:27])[CH2:24]2)[C@:20]2([CH3:21])[C@H:15]([CH2:16][C@H:17]([OH:28])[CH2:18][CH2:19]2)[CH2:14][CH2:13]3)[CH2:10][CH2:9]1)#[N:2] |f:1.2.3.4|. Reported procedure: The product, crude 21-(2'-cyanoethoxy)-5α-pregnane-3,11,20-trione (0;80 g.) was treated with chloroiridic acid solution (24 ml.). The mixture was refluxed for 24 hours cooled and partitioned between water and ether. The organic layer was washed with saturated aqueous sodium bicarbonate, water, dried (Na2SO4) and evaporated. The residue was subjected to preparative t.l.c. EtOAc, petrol (1:1) to give title compound (0.2 g.) as a white foam, [α]D + 85° (c 1.1). Starting materials: Nc1ccc(Cl)cc1C(=O)c1ccccc1, COC(=O)c1cc(Cl)ccc1NC(=O)COCC(=O)O. Yields the product COC(=O)c1cc(Cl)ccc1NC(=O)COCC(=O)Nc1ccc(Cl)cc1C(=O)c1ccccc1. Reaction SMILES: [C:21]([c:22]1[cH:23][cH:24][cH:25][cH:26][cH:27]1)(=[O:28])[c:29]1[c:30]([NH2:31])[cH:32][cH:33][c:34]([Cl:36])[cH:35]1.[Cl:1][c:2]1[cH:3][c:4]([C:17](=[O:18])[O:19][CH3:20])[c:5]([NH:8][C:9]([CH2:10][O:11][CH2:12][C:13](=[O:14])[OH:15])=[O:16])[cH:6][cH:7]1>>[Cl:1][c:2]1[cH:3][c:4]([C:17](=[O:18])[O:19][CH3:20])[c:5]([NH:8][C:9]([CH2:10][O:11][CH2:12][C:13](=[O:15])[NH:31][c:30]2[c:29]([C:21]([c:22]3[cH:23][cH:24][cH:25][cH:26][cH:27]3)=[O:28])[cH:35][c:34]([Cl:36])[cH:33][cH:32]2)=[O:16])[cH:6][cH:7]1.